This data is from the Open Reaction Database (ORD), a public repository of structured organic reaction records. The task is: describe an organic reaction: reactants, conditions, products, and yield Starting materials: CC(=O)[O-], CCO, Cl, CN(CC(O)c1ccc(F)cc1)S(=O)(=O)c1csc2c1CCCC2=O, NO, [Na+], O. Product: CN(CC(O)c1ccc(F)cc1)S(=O)(=O)c1csc2c1CCCC2=NO. Reaction SMILES: [CH3:31][C:32](=[O:33])[O-:34].[CH3:35][CH2:36][OH:37].[ClH:27].[F:1][c:2]1[cH:3][cH:4][c:5]([CH:8]([CH2:9][N:10]([S:11](=[O:12])(=[O:13])[c:14]2[cH:15][s:16][c:17]3[c:18]2[CH2:19][CH2:20][CH2:21][C:22]3=[O:23])[CH3:24])[OH:25])[cH:6][cH:7]1.[NH2:28][OH:29].[Na+:30].[OH2:26]>>[F:1][c:2]1[cH:3][cH:4][c:5]([CH:8]([CH2:9][N:10]([S:11](=[O:12])(=[O:13])[c:14]2[cH:15][s:16][c:17]3[c:18]2[CH2:19][CH2:20][CH2:21][C:22]3=[N:28][OH:26])[CH3:24])[OH:25])[cH:6][cH:7]1. The reactants are C(C)(C)(C)NS(=O)(=O)C1=C(C=CC=C1)C=1C=C2OCCN3C=C(N=C3C2=CC1)C1=NC=NN1C(C)C (N-tert-butyl-2-{4-[1-(propan-2-yl)-1H-1,2,4-triazol-5-yl]-9-oxa-3,6-diazatricyclo[8.4.0.02,6]tetradeca1(14),2,4,10,12-pentaen-12-yl}benzene-1-sulphonamide). Run in C(=O)(C(F)(F)F)O (TFA). Reaction conditions: temperature 80 celsius. Yields the product C(C)(C)N1N=CN=C1C=1N=C2N(CCOC3=C2C=CC(=C3)C3=C(C=CC=C3)S(=O)(=O)N)C1 (2-(2-(1-isopropyl-1H-1,2,4-triazol-5-yl)-5,6-dihydrobenzo[f]imidazo[1,2-d][1,4]oxazepin-9-yl)benzenesulfonamide). Isolated yield 33.3%. As a reaction SMILES: C([NH:5][S:6]([C:9]1[CH:14]=[CH:13][CH:12]=[CH:11][C:10]=1[C:15]1[CH:16]=[C:17]2[C:26](=[CH:27][CH:28]=1)[C:25]1[N:21]([CH:22]=[C:23]([C:29]3[N:33]([CH:34]([CH3:36])[CH3:35])[N:32]=[CH:31][N:30]=3)[N:24]=1)[CH2:20][CH2:19][O:18]2)(=[O:8])=[O:7])(C)(C)C>C(O)(C(F)(F)F)=O>[CH:34]([N:33]1[C:29]([C:23]2[N:24]=[C:25]3[C:26]4[CH:27]=[CH:28][C:15]([C:10]5[CH:11]=[CH:12][CH:13]=[CH:14][C:9]=5[S:6]([NH2:5])(=[O:7])=[O:8])=[CH:16][C:17]=4[O:18][CH2:19][CH2:20][N:21]3[CH:22]=2)=[N:30][CH:31]=[N:32]1)([CH3:36])[CH3:35]. Procedure: A mixture of N-tert-butyl-2-{4-[1-(propan-2-yl)-1H-1,2,4-triazol-5-yl]-9-oxa-3,6-diazatricyclo[8.4.0.02,6]tetradeca1(14),2,4,10,12-pentaen-12-yl}benzene-1-sulphonamide (200 mg, 0.400 mmol) in TFA (5.0 mL) was heated to 80° C. for 3 h. After concentration, the residue was adjusted to pH around 8, extracted with ethyl acetate (3×50 mL). After removal of the solvent, the residue was purified by reverse phase combiflash eluting with a 0-70% gradient of CH3CN in 0.3% NH4HCO3 to give 109 (60 mg, 33% y...